This data is from the Open Reaction Database (ORD), a public repository of structured organic reaction records. The task is: describe an organic reaction: reactants, conditions, products, and yield The product is ClC1=CC=C(CNC(=O)C=2C(C3=C(N(C2)CC)SC(=C3)CCCO)=O)C=C1 (N-(4-Chlorobenzyl)-7-ethyl-2-(3-hydroxypropyl)-4-oxo-4,7-dihydrothieno[2,3-b]pyridine-5-carboxamide). Reagents/catalysts: [Pd] (Pd/C). Procedure: A solution of N-(4-chlorobenzyl)-7-ethyl-2-(3-hydroxy-1-propynyl)-4-oxo-4,7-dihydrothieno[2,3-b]pyridine-5-carboxamide (Example No. 14) (0.197 g) in 1/1 CH2Cl2/CH3OH (50 mL) is hydrogenated over 10% Pd/C (59 mg) at 35 psi for 2 h. The reaction mixture is filtered through a Celite pad, and the filtrate is concentrated in vacuo. The resulting yellow solid is purified via column chromatography (CH2Cl2, CH2Cl2:CH3OH; 98:2, 95:5). Fractions homogeneous by TLC are combined and concentrated in vacuo to... Reactants: ClC1=CC=C(CNC(=O)C=2C(C3=C(N(C2)CC)SC(=C3)C#CCO)=O)C=C1 (N-(4-chlorobenzyl)-7-ethyl-2-(3-hydroxy-1-propynyl)-4-oxo-4,7-dihydrothieno[2,3-b]pyridine-5-carboxamide). The solvent is C(Cl)Cl.CO (CH2Cl2 CH3OH). RXN SMILES: [Cl:1][C:2]1[CH:27]=[CH:26][C:5]([CH2:6][NH:7][C:8]([C:10]2[C:11](=[O:25])[C:12]3[CH:20]=[C:19]([C:21]#[C:22][CH2:23][OH:24])[S:18][C:13]=3[N:14]([CH2:16][CH3:17])[CH:15]=2)=[O:9])=[CH:4][CH:3]=1>[Pd].C(Cl)Cl.CO>[Cl:1][C:2]1[CH:3]=[CH:4][C:5]([CH2:6][NH:7][C:8]([C:10]2[C:11](=[O:25])[C:12]3[CH:20]=[C:19]([CH2:21][CH2:22][CH2:23][OH:24])[S:18][C:13]=3[N:14]([CH2:16][CH3:17])[CH:15]=2)=[O:9])=[CH:26][CH:27]=1 |f:2.3|. Isolated yield 57.0%. The reactants are ClC1=NC=2SC=3CCCC3C2C(=N1)NC1CCC(CC1)N(C)C (4-N-[10-chloro-7-thia-9,11-diazatricyclo[6.4.0.0[2,6]]dodeca-1(8),2(6),9,11-tetraen-12-yl]-1-N,1-N-dimethylcyclohexane-1,4-diamine), CO.N (methanol NH3). Conditions: temperature 140 celsius, time 8 hour. Yields the product CN(C1CCC(CC1)NC1=NC(=NC=2SC=3CCCC3C12)N)C (12-N-[4-(dimethylamino)cyclohexyl]-7-thia-9,11-diazatricyclo[6.4.0.0[2,6]]dodeca-1(8),2(6),9,11-tetraene-10,12-diamine). Yield: 17.0%. As a reaction SMILES: Cl[C:2]1[N:13]=[C:12]([NH:14][CH:15]2[CH2:20][CH2:19][CH:18]([N:21]([CH3:23])[CH3:22])[CH2:17][CH2:16]2)[C:11]2[C:10]3[CH2:9][CH2:8][CH2:7][C:6]=3[S:5][C:4]=2[N:3]=1.CO.[NH3:26]>>[CH3:22][N:21]([CH3:23])[CH:18]1[CH2:19][CH2:20][CH:15]([NH:14][C:12]2[C:11]3[C:10]4[CH2:9][CH2:8][CH2:7][C:6]=4[S:5][C:4]=3[N:3]=[C:2]([NH2:26])[N:13]=2)[CH2:16][CH2:17]1 |f:1.2|. Procedure: A 20-mL sealed tube containing a solution of 4-N-[10-chloro-7-thia-9,11-diazatricyclo[6.4.0.0[2,6]]dodeca-1(8),2(6),9,11-tetraen-12-yl]-1-N,1-N-dimethylcyclohexane-1,4-diamine (80 mg, 0.23 mmol, 1.00 equiv) in 10 mL of saturated methanol-NH3 solution. The resulting solution was stirred overnight at 140° C. in an oil bath and concentrated under vacuum. The crude product (80 mg) was purified by Prep-HPLC with the following conditions (SHIMADZU): Column, SunFire Prep C18, 19*150 mm 5 um; mobile pha... Yields the product CCOC(=O)c1ccc2c(-c3ccnc(NC4CCCC4)n3)c(-c3ccc(F)cc3)nn2c1Cl. Reaction SMILES: [CH3:52][C:53](=[O:54])[CH3:55].[Cl:1][c:2]1[c:3]([C:30]([O:31][CH2:32][CH3:33])([O:34][CH2:38][CH3:39])[O:35][CH2:36][CH3:37])[cH:4][cH:5][c:6]2[n:7]1[n:8][c:9](-[c:23]1[cH:24][cH:25][c:26]([F:29])[cH:27][cH:28]1)[c:10]2-[c:11]1[n:12][c:13]([NH:17][CH:18]2[CH2:19][CH2:20][CH2:21][CH2:22]2)[n:14][cH:15][cH:16]1.[OH2:40].[OH2:56].[c:41]1([CH3:42])[cH:43][cH:44][c:45]([S:46]([OH:47])(=[O:48])=[O:49])[cH:50][cH:51]1>>[Cl:1][c:2]1[c:3]([C:30]([O:31][CH2:32][CH3:33])=[O:34])[cH:4][cH:5][c:6]2[n:7]1[n:8][c:9](-[c:23]1[cH:24][cH:25][c:26]([F:29])[cH:27][cH:28]1)[c:10]2-[c:11]1[n:12][c:13]([NH:17][CH:18]2[CH2:19][CH2:20][CH2:21][CH2:22]2)[n:14][cH:15][cH:16]1. Starting materials: CC(C)=O, CCOC(OCC)(OCC)c1ccc2c(-c3ccnc(NC4CCCC4)n3)c(-c3ccc(F)cc3)nn2c1Cl, O, O, Cc1ccc(S(=O)(=O)O)cc1.